Dataset: the Open Reaction Database (ORD), a public repository of structured organic reaction records. Task: describe an organic reaction: reactants, conditions, products, and yield Reaction SMILES: [CH3:1][Sn:2]([CH3:3])([CH3:4])[c:5]1[cH:6][cH:7][c:8]([N:9]2[CH2:10][CH:11]([CH2:12][NH:13][C:14](=[O:15])[CH3:16])[O:17][C:18]2=[O:19])[cH:20][c:21]1[F:22].[CH3:66][N:67]1[CH2:68][CH2:69][CH2:70][C:71]1=[O:72].[O:111]=[C:112]([CH:113]=[CH:114][c:115]1[cH:116][cH:117][cH:118][cH:119][cH:120]1)[CH:121]=[CH:122][c:123]1[cH:124][cH:125][cH:126][cH:127][cH:128]1.[O:23]=[C:24]1[O:25][CH:26]([CH2:42][NH:43][C:44]([CH3:45])=[O:46])[CH2:27][N:28]1[c:29]1[cH:30][c:31]([F:41])[c:32]([CH:35]2[CH2:36][CH2:37][NH:38][CH2:39][CH2:40]2)[cH:33][cH:34]1.[O:75]=[C:76]([CH:77]=[CH:78][c:79]1[cH:80][cH:81][cH:82][cH:83][cH:84]1)[CH:85]=[CH:86][c:87]1[cH:88][cH:89][cH:90][cH:91][cH:92]1.[O:93]=[C:94]([CH:95]=[CH:96][c:97]1[cH:98][cH:99][cH:100][cH:101][cH:102]1)[CH:103]=[CH:104][c:105]1[cH:106][cH:107][cH:108][cH:109][cH:110]1.[Pd:73].[Pd:74].[cH:47]1[cH:48][cH:49][c:50]([As:51]([c:52]2[cH:53][cH:54][cH:55][cH:56][cH:57]2)[c:58]2[cH:59][cH:60][cH:61][cH:62][cH:63]2)[cH:64][cH:65]1>>[O:23]=[C:24]1[O:25][CH:26]([CH2:42][NH:43][C:44]([CH3:45])=[O:46])[CH2:27][N:28]1[c:29]1[cH:30][c:31]([F:41])[c:32]([C:35]2=[CH:36][CH2:37][NH:38][CH2:39][CH2:40]2)[cH:33][cH:34]1. Yields the product CC(=O)NCC1CN(c2ccc(C3=CCNCC3)c(F)c2)C(=O)O1. The reactants are CC(=O)NCC1CN(c2ccc([Sn](C)(C)C)c(F)c2)C(=O)O1, CN1CCCC1=O, O=C(C=Cc1ccccc1)C=Cc1ccccc1, CC(=O)NCC1CN(c2ccc(C3CCNCC3)c(F)c2)C(=O)O1, O=C(C=Cc1ccccc1)C=Cc1ccccc1, O=C(C=Cc1ccccc1)C=Cc1ccccc1, [Pd], [Pd], c1ccc([As](c2ccccc2)c2ccccc2)cc1. Reactants: C(Cl)Cl (DCM), CS(=O)(=O)OC[C@@H](CCOS(=O)(=O)C)C ((R)-2-methylbutane-1,4-diyl dimethanesulfonate), NCCO (2-aminoethanol), C(=O)([O-])[O-].[K+].[K+] (K2CO3), C(=O)([O-])[O-].[K+].[K+] (K2CO3). Run in C(C)#N (acetonitrile), O (water). Yields the product C[C@H]1CN(CC1)CCO ((R)-2-(3-methylpyrrolidin-1-yl)ethanol). Isolated yield 28.2%. Reaction SMILES: CS(O[CH2:6][C@H:7]([CH3:15])[CH2:8][CH2:9]OS(C)(=O)=O)(=O)=O.[NH2:16][CH2:17][CH2:18][OH:19].C([O-])([O-])=O.[K+].[K+].C(Cl)Cl>C(#N)C.O>[CH3:15][C@@H:7]1[CH2:8][CH2:9][N:16]([CH2:17][CH2:18][OH:19])[CH2:6]1 |f:2.3.4|. Procedure details: A mixture of (R)-2-methylbutane-1,4-diyl dimethanesulfonate (30 g, 0.115 mol), 2-aminoethanol (7.0 g, 0.115 mol), and K2CO3 (31.7 g, 0.23 mol) in acetonitrile (0.9 L) was refluxed for 20 h. The mixture was cooled to room temperature and concentrated under vacuum to afford a residue (a mixture of oil and solid). DCM (300 mL) and sat'd K2CO3 solution (300 mL) were added and just enough water was added to dissolve all solid. The organic layer was separated, and aqueous phase was further extracted w... The reactants are CC1=CC=C(C(=O)N=C=S)C=C1 (4-methylbenzoyl isothiocyanate), NC1=C(C(=O)N)C=C(C=C1)C (2-amino-5-methylbenzamide). Run in CCOCC (ether), CCOCC (ether). Conditions: time 24 hour. Product: NC(=O)C1=C(C=CC(=C1)C)NC(NC(C1=CC=C(C=C1)C)=O)=S (N-[[[2-(Aminocarbonyl)-4-methylphenyl]amino]thioxomethyl]-4-methylbenzamide). Yield: 91.7%. As a reaction SMILES: [NH2:1][C:2]1[CH:10]=[CH:9][C:8]([CH3:11])=[CH:7][C:3]=1[C:4]([NH2:6])=[O:5].[CH3:12][C:13]1[CH:23]=[CH:22][C:16]([C:17]([N:19]=[C:20]=[S:21])=[O:18])=[CH:15][CH:14]=1>CCOCC>[NH2:6][C:4]([C:3]1[CH:7]=[C:8]([CH3:11])[CH:9]=[CH:10][C:2]=1[NH:1][C:20](=[S:21])[NH:19][C:17](=[O:18])[C:16]1[CH:22]=[CH:23][C:13]([CH3:12])=[CH:14][CH:15]=1)=[O:5]. Reported procedure: To a stirred mixture of 3 g of 2-amino-5-methylbenzamide and 200 ml of ether was added dropwise, a solution of 3.7 g of 4-methylbenzoyl isothiocyanate in 100 ml of ether over 3 minutes. After 24 hours, the solid was collected, giving 6 g of the desired product as off-white crystals, mp 208°-209° C. (dec.). Reactants: ClC1=NC(N2C(C3=CC=C(C=C3CC2)OC)=C1)=O (2-chloro-9-methoxy-6,7-dihydro-pyrimido[6,1-a]isoquinolin-4-one), OCCN (2-hydroxy-ethylamine). Solvent: O (H2O). Product: OCCNC1=NC(N2C(C3=CC=C(C=C3CC2)OC)=C1)=O (2-(2-Hydroxy-ethylamino)-9-methoxy-6,7-dihydro-pyrimido[6,1-a]isoquinolin-4-one). RXN SMILES: Cl[C:2]1[CH:17]=[C:6]2[C:7]3[C:12]([CH2:13][CH2:14][N:5]2[C:4](=[O:18])[N:3]=1)=[CH:11][C:10]([O:15][CH3:16])=[CH:9][CH:8]=3.[OH:19][CH2:20][CH2:21][NH2:22]>O>[OH:19][CH2:20][CH2:21][NH:22][C:2]1[CH:17]=[C:6]2[C:7]3[C:12]([CH2:13][CH2:14][N:5]2[C:4](=[O:18])[N:3]=1)=[CH:11][C:10]([O:15][CH3:16])=[CH:9][CH:8]=3. Reported procedure: The title compound was prepared from 2-chloro-9-methoxy-6,7-dihydro-pyrimido[6,1-a]isoquinolin-4-one (4) and 2-hydroxy-ethylamine as in Example 1 d. 1H-NMR (400 MHz, d6-DMSO) δ 7.62 (d 1H), 7.54 (t, 1H), 7.00-6.93 (2H), 6.17 (s, 1H), 4.85 (t, 1H), 3.91 (t, 2H), 3.82 (s, 3H) 3.50 (q, 2H), 2.91 (t, 2H) and 2H were overlapped with H2O; MS (ESI) (M+H)+ 288. The reactants are CC1=NC=C(C=C1)C=C (2-methyl-5-vinylpyridine), C1(O)=CC=C(O)C=C1 (hydroquinone), [Na] (sodium), CC=1C=C2C3=C(NC2=CC1)CC1CCCC3N1C (2,12-dimethyl-6,7,8,9,10,11-hexahydro-5H-7,11-epiminocycloocta[b]indole). Solvent: CS(=O)C (dimethyl sulfoxide), O (water), paraffin, CS(=O)C (dimethyl sulfoxide). Conditions: temperature 100 celsius, time 10 minute. Yields the product CC=1C=C2C3=C(N(C2=CC1)CCC=1C=NC(=CC1)C)CC1CCCC3N1C (2,12-dimethyl-5-[2-(6-methylpyridin-3-yl)ethyl]-6,7,8,9,10,11-hexahydro-5H-7,11-epiminocycloocta[b]indole). As a reaction SMILES: [Na].[CH3:2][C:3]1[CH:4]=[C:5]2[C:9](=[CH:10][CH:11]=1)[NH:8][C:7]1[CH2:12][CH:13]3[N:18]([CH3:19])[CH:17]([C:6]2=1)[CH2:16][CH2:15][CH2:14]3.[CH3:20][C:21]1[CH:26]=[CH:25][C:24]([CH:27]=[CH2:28])=[CH:23][N:22]=1.C1(C=CC(O)=CC=1)O>CS(C)=O.O>[CH3:2][C:3]1[CH:4]=[C:5]2[C:9](=[CH:10][CH:11]=1)[N:8]([CH2:28][CH2:27][C:24]1[CH:23]=[N:22][C:21]([CH3:20])=[CH:26][CH:25]=1)[C:7]1[CH2:12][CH:13]3[N:18]([CH3:19])[CH:17]([C:6]2=1)[CH2:16][CH2:15][CH2:14]3 |^1:0|. Procedure: A reaction flask with a septum cap was charged with 30% sodium metal dispersion in paraffin wax (0.30 g, 4.0 mmol; Aldrich) and a solution of 2,12-dimethyl-6,7,8,9,10,11-hexahydro-5H-7,11-epiminocycloocta[b]indole (0.48 g, 2.0 mmol; Example 114A) in dimethyl sulfoxide (4 mL). The vessel was sealed, flushed with nitrogen, and stirred for 10 minutes. A solution of 2-methyl-5-vinylpyridine (0.238 g, 2.0 mmol; prepared as described in International Publication No. WO 2001017968) and hydroquinone (0.... Starting materials: ClC(COC(=O)Cl)(Cl)Cl (2,2,2-trichloroethylchloroformate), ClC(COC(=O)Cl)(Cl)Cl (2,2,2-trichloroethylchloroformate), C(C)(C)(C)C1=NN(C(=C1)N)C=1C(=NN(C1)CCOC1OCCCC1)CO[Si](C(C)C)(C(C)C)C(C)C (3-tert-Butyl-1′-[2-(tetrahydro-pyran-2-yloxy)-ethyl]-3′-triisopropylsilanyloxymethyl-1′H-[1,4′]bipyrazolyl-5-ylamine), [OH-].[Na+] (NaOH), ClC(COC(=O)Cl)(Cl)Cl (2,2,2-trichloroethylchloroformate). Run in CCOC(=O)C (EtOAc), O (water), CCOC(=O)C (EtOAc). Conditions: time 4 hour. Yields the product ClC(COC(NC1=CC(=NN1C=1C(=NN(C1)CCOC1OCCCC1)CO[Si](C(C)C)(C(C)C)C(C)C)C(C)(C)C)=O)(Cl)Cl ({3-tert-Butyl-1′-[2-(tetrahydro-pyran-2-yloxy)-ethyl]-3′-triisopropylsilanyloxymethyl-1′H-[1,4′]bipyrazolyl-5-yl}-carbamic acid 2,2,2-trichloro-ethyl ester). Yield: 79.5%. As a reaction SMILES: [C:1]([C:5]1[CH:9]=[C:8]([NH2:10])[N:7]([C:11]2[C:12]([CH2:25][O:26][Si:27]([CH:34]([CH3:36])[CH3:35])([CH:31]([CH3:33])[CH3:32])[CH:28]([CH3:30])[CH3:29])=[N:13][N:14]([CH2:16][CH2:17][O:18][CH:19]3[CH2:24][CH2:23][CH2:22][CH2:21][O:20]3)[CH:15]=2)[N:6]=1)([CH3:4])([CH3:3])[CH3:2].[OH-].[Na+].[Cl:39][C:40]([Cl:47])([Cl:46])[CH2:41][O:42][C:43](Cl)=[O:44]>CCOC(C)=O.O>[Cl:39][C:40]([Cl:47])([Cl:46])[CH2:41][O:42][C:43](=[O:44])[NH:10][C:8]1[N:7]([C:11]2[C:12]([CH2:25][O:26][Si:27]([CH:31]([CH3:33])[CH3:32])([CH:28]([CH3:29])[CH3:30])[CH:34]([CH3:36])[CH3:35])=[N:13][N:14]([CH2:16][CH2:17][O:18][CH:19]3[CH2:24][CH2:23][CH2:22][CH2:21][O:20]3)[CH:15]=2)[N:6]=[C:5]([C:1]([CH3:2])([CH3:4])[CH3:3])[CH:9]=1 |f:1.2|. Procedure: To a solution of Intermediate 74f (0.44 g, 0.85 mmol) in EtOAc (5 mL) was added 1N aqueous NaOH solution (1.7 mL, 1.7 mmol) followed by 2,2,2-trichloroethylchloroformate (0.13 mL, 0.93 mmol). The reaction was stirred at RT for 4 h then treated with another portion of 2,2,2-trichloroethylchloroformate (35 μL, 0.25 mmol) and stirred over the weekend. The reaction was treated with another portion of 2,2,2-trichloroethylchloroformate (35 μL, 0.25 mmol) and stirred for 1 h then diluted with EtOAc and... The reactants are Cl.Cl.N1C=C(C2=CC=CC=C12)C1CCC(CC1)NC(C(=O)N)C1CCNCC1 (2-[4-(1H-Indol-3-yl)-cyclohexylamino]-2-piperidin-4-yl-acetamide dihydrochloride), O1CCCC2=CC(=CC=C12)/C=C/C(=O)O ((2E)-3-(3,4-dihydro-2H-chromen-6-yl)prop-2-enoic acid). Yields the product N1C=C(C2=CC=CC=C12)C1CCC(CC1)NC(C(=O)N)C1CCN(CC1)C(\C=C\C=1C=C2CCCOC2=CC1)=O (2-[4-(1H-indol-3-yl)-cyclohexylamino]-2-{1-[(2E)-3-(3,4-dihydro-2H-chromen-6-yl)prop-2-enoyl]piperidin-4-yl}acetamide). As a reaction SMILES: Cl.Cl.[NH:3]1[C:11]2[C:6](=[CH:7][CH:8]=[CH:9][CH:10]=2)[C:5]([CH:12]2[CH2:17][CH2:16][CH:15]([NH:18][CH:19]([CH:23]3[CH2:28][CH2:27][NH:26][CH2:25][CH2:24]3)[C:20]([NH2:22])=[O:21])[CH2:14][CH2:13]2)=[CH:4]1.[O:29]1[C:38]2[C:33](=[CH:34][C:35](/[CH:39]=[CH:40]/[C:41](O)=[O:42])=[CH:36][CH:37]=2)[CH2:32][CH2:31][CH2:30]1>>[NH:3]1[C:11]2[C:6](=[CH:7][CH:8]=[CH:9][CH:10]=2)[C:5]([CH:12]2[CH2:17][CH2:16][CH:15]([NH:18][CH:19]([CH:23]3[CH2:24][CH2:25][N:26]([C:41](=[O:42])/[CH:40]=[CH:39]/[C:35]4[CH:34]=[C:33]5[C:38](=[CH:37][CH:36]=4)[O:29][CH2:30][CH2:31][CH2:32]5)[CH2:27][CH2:28]3)[C:20]([NH2:22])=[O:21])[CH2:14][CH2:13]2)=[CH:4]1 |f:0.1.2|. Procedure: The title compound was prepared from the product of Example 1, step J, and (2E)-3-(3,4-dihydro-2H-chromen-6-yl)prop-2-enoic acid, by the method of Example 1, step K, giving a yellow solid that was a mixture of cyclohexyl diastereomers by LCMS. Mass spectrum (LCMS, ESI pos.) calcd. for C33H40N4O3: 541 (M+H). Found: 541